This data is from the Open Reaction Database (ORD), a public repository of structured organic reaction records. The task is: describe an organic reaction: reactants, conditions, products, and yield Starting materials: O(C1=CC=CC=C1)C=1C=C(C=CC1)C (m-phenoxytoluene), C(C)(=O)O (acetic acid), O(C1=CC=CC=C1)C=1C=C(C=CC1)C (m-phenoxytoluene), C(C)(=O)O (acetic acid), [Br-].[Na+] (sodium bromide), O(C1=CC=CC=C1)C=1C=C(C=CC1)C (m-phenoxytoluene), C(C)(=O)O (acetic acid). The reagents and catalysts are O.O.O.O.C(C)(=O)[O-].[Co+2].C(C)(=O)[O-] (cobalt acetate tetrahydrate). Yields the product O(C1=CC=CC=C1)C=1C=C(C=O)C=CC1 (m-phenoxybenzaldehyde). As a reaction SMILES: [O:1]([C:8]1[CH:9]=[C:10]([CH3:14])[CH:11]=[CH:12][CH:13]=1)[C:2]1[CH:7]=[CH:6][CH:5]=[CH:4][CH:3]=1.[Br-].[Na+].C(O)(=[O:19])C>O.O.O.O.C([O-])(=O)C.[Co+2].C([O-])(=O)C>[O:1]([C:8]1[CH:9]=[C:10]([CH:11]=[CH:12][CH:13]=1)[CH:14]=[O:19])[C:2]1[CH:3]=[CH:4][CH:5]=[CH:6][CH:7]=1 |f:1.2,4.5.6.7.8.9.10|. Procedure: Experiments were carried out under such condition that the mixing ratio of m-phenoxytoluene to acetic acid was varied. Using as catalysts 3 mol% of cobalt acetate tetrahydrate and 3 mol% of sodium bromide to m-phenoxytoluene and limiting the total volume of the reaction liquid to 150 ml, the experiments were carried out in the same manner as described in Example 17. The results obtained are shown in Table 21. No substantial intermediate oxidation product was obtained when the amount of acetic ac... The reactants are OC(CNCC(CO)O)CO (Bis-(2,3-dihydroxypropyl)amine), C(C=C)#N (acrylonitrile). Reaction conditions: time 2 hour. Yields the product OC(CN(CCCN)CC(CO)O)CO (N,N-Di-(2,3-dihydroxypropyl)trimethylenediamine). RXN SMILES: [OH:1][CH:2]([CH2:10][OH:11])[CH2:3][NH:4][CH2:5][CH:6]([OH:9])[CH2:7][OH:8].[C:12](#[N:15])[CH:13]=[CH2:14]>>[OH:9][CH:6]([CH2:7][OH:8])[CH2:5][N:4]([CH2:3][CH:2]([OH:1])[CH2:10][OH:11])[CH2:14][CH2:13][CH2:12][NH2:15]. Reported procedure: Bis-(2,3-dihydroxypropyl)amine (16.5 g., 0.1 mole) and acrylonitrile (6.4 g., 0.12 mole) is mixed in an ice bath and then warmed to room temperature. After standing for 2 hours, the mixture was then heated at 45° C.-55° C. for 3 hours. The excess acrylonitrile is removed by gentle warming under reduced pressure. The residue was taken up in ethyl alcohol, mixed with sponge nickel catalyst and hydrogenated under 200 psi hydrogen using good agaitation. After filtration of catalyst the solvent and e... Reactants: [C@@H]1(C[C@H](O)[C@H](O1)CO)N1C=CC=2C1=NC=CC2C=2N(C=CN2)S(=O)(=O)N(C)C (1-(2-Deoxy-β-D-ribofuranosyl)-4-(N-dimethylaminosulfonyl-2-imidazolyl)-pyrrolo[2,3-b]pyridine). The solvent is C(C)(=O)O (acetic acid). Reaction conditions: temperature 60 celsius, time 3 hour. The product is [C@@H]1(C[C@H](O)[C@H](O1)CO)N1C=CC=2C1=NC=CC2C=2NC=CN2 (1-(2-deoxy-β-D-ribofuranosyl)-4-(2-imidazolyl)-pyrrolo[2,3-b]pyridine). Yield: 74.1%. As a reaction SMILES: [C@@H:1]1([N:9]2[C:13]3=[N:14][CH:15]=[CH:16][C:17]([C:18]4[N:19](S(N(C)C)(=O)=O)[CH:20]=[CH:21][N:22]=4)=[C:12]3[CH:11]=[CH:10]2)[O:6][C@H:5]([CH2:7][OH:8])[C@@H:3]([OH:4])[CH2:2]1>C(O)(=O)C>[C@@H:1]1([N:9]2[C:13]3=[N:14][CH:15]=[CH:16][C:17]([C:18]4[NH:19][CH:20]=[CH:21][N:22]=4)=[C:12]3[CH:11]=[CH:10]2)[O:6][C@H:5]([CH2:7][OH:8])[C@@H:3]([OH:4])[CH2:2]1. Procedure: N-Dimethylaminosulfonyl-2-(tributylstannyl)imidazole (930 mg, 2.0 mmol) was added to a solution of 1-[2-deoxy-3,5-di-O-(toluoyl)-β-D-ribofuranosyl]-4-iodo-pyrrolo[2,3-b]pyridine (596 mg, 1.0 mmol), lithium chloride (42 mg, 1.0 mmol), and tetrakis(triphenylphosphine)palladium (58 mg, 0.05 mmol) in dioxane (10 mL), followed by stirring at 120° C. for 4 hr. The reaction solution was concentrated and was then purified with a silica gel column, and methanolic ammonia (30 mL) was added thereto. The re...